describe an organic reaction: reactants, conditions, products, and yield From a dataset of the Open Reaction Database (ORD), a public repository of structured organic reaction records. The reactants are O=C([O-])O, Cc1ccccc1, Cc1c(C(O)C2CCCCC2)oc2ccc(Cl)cc12, [Na+], O=S(Cl)Cl. Product: Cc1c(C(Cl)C2CCCCC2)oc2ccc(Cl)cc12. RXN SMILES: [C:24](=[O:25])([O-:26])[OH:27].[CH3:29][c:30]1[cH:31][cH:32][cH:33][cH:34][cH:35]1.[Cl:1][c:2]1[cH:3][cH:4][c:5]2[c:6]([c:7]([CH3:18])[c:8]([CH:10]([OH:11])[CH:12]3[CH2:13][CH2:14][CH2:15][CH2:16][CH2:17]3)[o:9]2)[cH:19]1.[Na+:28].[S:20]([Cl:21])([Cl:22])=[O:23]>>[Cl:1][c:2]1[cH:3][cH:4][c:5]2[c:6]([c:7]([CH3:18])[c:8]([CH:10]([CH:12]3[CH2:13][CH2:14][CH2:15][CH2:16][CH2:17]3)[Cl:22])[o:9]2)[cH:19]1. Reactants: C[Mg]Br (Methylmagnesium bromide), COC=1C=C(C=CC1C1=CN=C(O1)C)C1=NN=C2N1CCCC2(C(=O)OCC)OC2=CC(=CC=C2)C(F)(F)F (ethyl 3-[3-methoxy-4-(2-methyl-1,3-oxazol-5-yl)phenyl]-8-[3-(trifluoromethyl)phenoxy]-5,6,7,8-tetrahydro[1,2,4]triazolo[4,3-a]pyridine-8-carboxylate), C1CCOC1 (THF), [Cl-].[NH4+] (ammonium chloride). Run at time 1 hour. Yields the product COC=1C=C(C=CC1C1=CN=C(O1)C)C1=NN=C2N1CCCC2(OC2=CC(=CC=C2)C(F)(F)F)C(C)(C)O (2-{3-[3-methoxy-4-(2-methyl-1,3-oxazol-5-yl)phenyl]-8-[3-(trifluoromethyl)phenoxy]-5,6,7,8-tetrahydro[1,2,4]triazolo[4,3-a]pyridin-8-yl}propan-2-ol). As a reaction SMILES: [CH3:1][Mg]Br.[CH3:4][O:5][C:6]1[CH:7]=[C:8]([C:18]2[N:22]3[CH2:23][CH2:24][CH2:25][C:26]([O:32][C:33]4[CH:38]=[CH:37][CH:36]=[C:35]([C:39]([F:42])([F:41])[F:40])[CH:34]=4)(C(OCC)=O)[C:21]3=[N:20][N:19]=2)[CH:9]=[CH:10][C:11]=1[C:12]1[O:16][C:15]([CH3:17])=N[CH:13]=1.[Cl-].[NH4+:44].[CH2:45]1[CH2:49][O:48]CC1>>[CH3:4][O:5][C:6]1[CH:7]=[C:8]([C:18]2[N:22]3[CH2:23][CH2:24][CH2:25][C:26]([C:49]([OH:48])([CH3:45])[CH3:1])([O:32][C:33]4[CH:38]=[CH:37][CH:36]=[C:35]([C:39]([F:40])([F:42])[F:41])[CH:34]=4)[C:21]3=[N:20][N:19]=2)[CH:9]=[CH:10][C:11]=1[C:12]1[O:16][C:15]([CH3:17])=[N:44][CH:13]=1 |f:2.3|. Reported procedure: Methylmagnesium bromide (1 M THF solution, 5.81 mL) was added to a mixture of ethyl 3-[3-methoxy-4-(2-methyl-1,3-oxazol-5-yl)phenyl]-8-[3-(trifluoromethyl)phenoxy]-5,6,7,8-tetrahydro[1,2,4]triazolo[4,3-a]pyridine-8-carboxylate (630 mg) in THF (7 mL) under ice-cooling, and the mixture was stirred for 1 hr. Saturated aqueous ammonium chloride solution was added, and the mixture was extracted with ethyl acetate. The extract was washed with saturated aqueous sodium hydrogen carbonate solution and sa...